This data is from the Open Reaction Database (ORD), a public repository of structured organic reaction records. The task is: describe an organic reaction: reactants, conditions, products, and yield Starting materials: CCCC(=O)C(=CN(C)C)c1ccc(C(=O)OC)cc1[N+](=O)[O-], C1COCCO1. Yields the product CCCC(=O)Cc1ccc(C(=O)OC)cc1[N+](=O)[O-]. RXN SMILES: [CH3:1][N:2]([CH:3]=[C:5]([C:6]([CH2:7][CH2:8][CH3:9])=[O:10])[c:11]1[c:12]([N+:21](=[O:22])[O-:23])[cH:13][c:14]([C:15](=[O:16])[O:17][CH3:18])[cH:19][cH:20]1)[CH3:4].[O:24]1[CH2:25][CH2:26][O:27][CH2:28][CH2:29]1>>[CH2:5]([C:6]([CH2:7][CH2:8][CH3:9])=[O:10])[c:11]1[c:12]([N+:21](=[O:22])[O-:23])[cH:13][c:14]([C:15](=[O:16])[O:17][CH3:18])[cH:19][cH:20]1. Starting materials: Cc1cnn(C)c1NC(=O)CCl, NCc1ccccc1, CN(C)C=O, O. Product: Cc1cnn(C)c1NC(=O)CNCc1ccccc1. RXN SMILES: [Cl:1][CH2:2][C:3](=[O:4])[NH:5][c:6]1[c:7]([CH3:12])[cH:8][n:9][n:10]1[CH3:11].[NH2:13][CH2:14][c:15]1[cH:16][cH:17][cH:18][cH:19][cH:20]1.[O:21]=[CH:22][N:23]([CH3:24])[CH3:25].[OH2:26]>>[CH2:2]([C:3](=[O:4])[NH:5][c:6]1[c:7]([CH3:12])[cH:8][n:9][n:10]1[CH3:11])[NH:13][CH2:14][c:15]1[cH:16][cH:17][cH:18][cH:19][cH:20]1. The reactants are O=C1NCC[C@@H]1NC(OC(C)(C)C)=O ((S)-tert-butyl 2-oxopyrrolidin-3-ylcarbamate), BrCCO[Si](C)(C)C(C)(C)C ((2-bromoethoxy)(tert-butyl)dimethylsilane). Product: [Si](C)(C)(C(C)(C)C)OCCN1C([C@H](CC1)NC(OC(C)(C)C)=O)=O ((S)-tert-butyl 1-(2-(tert-butyldimethylsilyloxy)ethyl)-2-oxopyrrolidin-3-ylcarbamate), compound ( 2b ). The yield is 37.0%. As a reaction SMILES: [O:1]=[C:2]1[C@@H:6]([NH:7][C:8](=[O:14])[O:9][C:10]([CH3:13])([CH3:12])[CH3:11])[CH2:5][CH2:4][NH:3]1.Br[CH2:16][CH2:17][O:18][Si:19]([C:22]([CH3:25])([CH3:24])[CH3:23])([CH3:21])[CH3:20]>>[Si:19]([O:18][CH2:17][CH2:16][N:3]1[CH2:4][CH2:5][C@H:6]([NH:7][C:8](=[O:14])[O:9][C:10]([CH3:11])([CH3:13])[CH3:12])[C:2]1=[O:1])([C:22]([CH3:25])([CH3:24])[CH3:23])([CH3:21])[CH3:20]. Reported procedure: (S)-tert-butyl 1-(2-(tert-butyldimethylsilyloxy)ethyl)-2-oxopyrrolidin-3-ylcarbamate was prepared from compound (s)-tert-butyl 2-oxopyrrolidin-3-ylcarbamate (Example 6) and (2-bromoethoxy)(tert-butyl)dimethylsilane according to the general procedure of Example 9. The crude product was purified by column chromatography, eluting with 80% ethyl acetate/hexanes, to provide compound (2b) in 37% yield.